From a dataset of the Open Reaction Database (ORD), a public repository of structured organic reaction records. describe an organic reaction: reactants, conditions, products, and yield Starting materials: CN(C(C(N1N=C(C=C1C)C1=CC=CC=C1)C)=O)C (N,N,α,5-tetramethyl-3-phenylpyrazole-1-acetamide), C(Cl)(Cl)(Cl)Cl (carbon tetrachloride), FOC(F)(F)F (trifluoromethyl hypofluorite), BrBr (bromine). Solvent: C(C)(=O)O (acetic acid). Yields the product FC=1C(=NN(C1)C(C(=O)N(C)C)(C)C)C1=CC=CC=C1 (4-fluoro-N,N,α,α-tetramethyl-3-phenylpyrazole-1-acetamide). Reaction SMILES: [CH3:1][N:2]([CH3:19])[C:3](=[O:18])[CH:4]([CH3:17])[N:5]1[C:9](C)=C[C:7]([C:11]2[CH:16]=[CH:15][CH:14]=[CH:13][CH:12]=2)=[N:6]1.FO[C:22]([F:25])(F)F.BrBr.[C:28](Cl)(Cl)(Cl)Cl>C(O)(=O)C>[F:25][C:22]1[C:7]([C:11]2[CH:12]=[CH:13][CH:14]=[CH:15][CH:16]=2)=[N:6][N:5]([C:4]([CH3:17])([CH3:28])[C:3]([N:2]([CH3:1])[CH3:19])=[O:18])[CH:9]=1. Procedure details: Following the procedure of Example 108, but substituting N,N,α,α,-tetramethyl-3-phenylpyrazole-1-acetamide for N,N,α,5-tetramethyl-3-phenylpyrazole-1-acetamide, trifluoromethyl hypofluorite for bromine, and carbon tetrachloride for acetic acid as the reaction solvent there was obtained 4-fluoro-N,N,α,α-tetramethyl-3-phenylpyrazole-1-acetamide. Procedure: 1.01 g of 3-bromo-2-cyanopyridine was added to methanol (18 mL) solution of 1.55 g of sodium methoxide, and in a nitrogen atmosphere, this was stirred at room temperature for 1.5 hours and then at 70° C. for 2.5 hours. The reaction liquid was cooled to room temperature, and 30 mL of 2 N hydrochloric acid was added thereto and stirred at room temperature for 4 hours. Then, aqueous saturated sodium hydrogencarbonate solution was added to the reaction liquid, and extracted with ethyl acetate. The e... Yields the product BrC=1C(=NC=CC1)C(=O)OC (Methyl 3-bromopyridine-2-carboxylate). RXN SMILES: [Br:1][C:2]1[C:3]([C:8]#N)=[N:4][CH:5]=[CH:6][CH:7]=1.C[O-:11].[Na+].Cl.[C:14](=O)([O-])[OH:15].[Na+]>CO>[Br:1][C:2]1[C:3]([C:8]([O:15][CH3:14])=[O:11])=[N:4][CH:5]=[CH:6][CH:7]=1 |f:1.2,4.5|. Run at time 1.5 hour. Reactants: BrC=1C(=NC=CC1)C#N (3-bromo-2-cyanopyridine), C[O-].[Na+] (sodium methoxide), C(O)([O-])=O.[Na+] (sodium hydrogencarbonate), Cl (hydrochloric acid). Run in CO (methanol).